From a dataset of the Open Reaction Database (ORD), a public repository of structured organic reaction records. describe an organic reaction: reactants, conditions, products, and yield Reactants: C1(=CC=CC=C1)[C@H]1[C@@H](C1)N (trans-2-phenyl cyclopropylamine), Cl (HCl), [OH-].[Na+] (NaOH), NC1=NC(=C2N=CN(C2=N1)[C@H]1C=C[C@H](C1)CO)Cl ((±)-(cis)-4-(2-amino-6-chloro-9H-purin-9-yl)-2-cyclopentene-1-methanol). Run in CO (methanol). The product is NC1=NC(=C2N=CN(C2=N1)[C@H]1C=C[C@H](C1)CO)N[C@H]1[C@@H](C1)C1=CC=CC=C1 ((±)-cis-4-(2-Amino-6-(trans-2-phenylcyclopropylamino)-9H-purin-9-yl)-2-cyclopentene-1-methanol). As a reaction SMILES: [C:1]1([C@@H:7]2[CH2:9][C@H:8]2[NH2:10])[CH:6]=[CH:5][CH:4]=[CH:3][CH:2]=1.Cl.[NH2:12][C:13]1[N:21]=[C:20]2[C:16]([N:17]=[CH:18][N:19]2[C@@H:22]2[CH2:26][C@H:25]([CH2:27][OH:28])[CH:24]=[CH:23]2)=[C:15](Cl)[N:14]=1.[OH-].[Na+]>CO>[NH2:12][C:13]1[N:21]=[C:20]2[C:16]([N:17]=[CH:18][N:19]2[C@@H:22]2[CH2:26][C@H:25]([CH2:27][OH:28])[CH:24]=[CH:23]2)=[C:15]([NH:10][C@@H:8]2[CH2:9][C@H:7]2[C:1]2[CH:6]=[CH:5][CH:4]=[CH:3][CH:2]=2)[N:14]=1 |f:3.4|. Procedure details: A solution of trans-2-phenyl cyclopropylamine.HCl (1.02 g, 6 mmol) in methanol (10 ml) was stirred with basic ion exchange resin for 5 minutes. The resin was filtered off and the filtrate was concentrated to a colorless oil. To this was added (±)-(cis)-4-(2-amino-6-chloro-9H-purin-9-yl)-2-cyclopentene-1-methanol (0.549 g, 2 mmol). The resulting solution was stirred in a Parr bomb at 80° C. for 12 hours 1 N NaOH 12 ml) was added and the solvent evaporated. The residual oil was chromatographed on ...